Dataset: the Open Reaction Database (ORD), a public repository of structured organic reaction records. Task: describe an organic reaction: reactants, conditions, products, and yield Product: FC(C=1C=C(C=C(C1)C(F)(F)F)C1=NC(=C(C(=N1)C)C(=O)N1CCC(CC1)N1CCC(CC1)O)C)(F)F ([2-(3,5-Bis-trifluoromethyl-phenyl)-4,6-dimethyl-pyrimidin-5-yl]-(4-hydroxy-[1,4′]bipiperidinyl-1′-yl)-methanone). Procedure: In analogy to the procedures described for intermediate 1 and for intermediate 4 B, 2-(3,5-bis-trifluoromethyl-phenyl)-4,6-dimethyl-pyrimidine-5-carboxylic acid (example 15) was converted into its acid chloride, reacted with benzoic acid [1,4′]bipiperidinyl-4-yl ester (example 22) and subsequently saponified to give the title compound as colorless solid. MS: 531.1 (MH+). Reaction SMILES: BrC1C=C(C)C(C(N2CCC(N3CCCC3)CC2)=O)=C(C)C=1.BrC1C=C(C)C(C(N2CCC(N3CCC[C@H]3CO)CC2)=O)=C(C)C=1.[F:47][C:48]([F:81])([F:80])[C:49]1[CH:50]=[C:51]([C:59]2[N:64]=[C:63]([CH3:65])[C:62]([C:66](N3CCC(N4CCCC4)CC3)=[O:67])=[C:61]([CH3:79])[N:60]=2)[CH:52]=[C:53]([C:55]([F:58])([F:57])[F:56])[CH:54]=1.[N:82]1([CH:97]2[CH2:102][CH2:101][NH:100][CH2:99][CH2:98]2)[CH2:87][CH2:86][CH:85]([O:88]C(=O)C2C=CC=CC=2)[CH2:84][CH2:83]1>>[F:81][C:48]([F:47])([F:80])[C:49]1[CH:50]=[C:51]([C:59]2[N:60]=[C:61]([CH3:79])[C:62]([C:66]([N:100]3[CH2:99][CH2:98][CH:97]([N:82]4[CH2:83][CH2:84][CH:85]([OH:88])[CH2:86][CH2:87]4)[CH2:102][CH2:101]3)=[O:67])=[C:63]([CH3:65])[N:64]=2)[CH:52]=[C:53]([C:55]([F:56])([F:58])[F:57])[CH:54]=1. The reactants are BrC1=CC(=C(C(=C1)C)C(=O)N1CCC(CC1)N1CCCC1)C ((4-bromo-2,6-dimethyl-phenyl)-(4-pyrrolidin-1-yl-piperidin-1-yl)-methanone), acid chloride, N1(CCC(CC1)OC(C1=CC=CC=C1)=O)C1CCNCC1 (benzoic acid [1,4′]bipiperidinyl-4-yl ester), BrC1=CC(=C(C(=C1)C)C(=O)N1CCC(CC1)N1[C@@H](CCC1)CO)C ((4-bromo-2,6-dimethyl-phenyl)-[4-((S)-2-hydroxymethyl-pyrrolidin-1-yl)-piperidin-1-yl]-methanone), FC(C=1C=C(C=C(C1)C(F)(F)F)C1=NC(=C(C(=N1)C)C(=O)N1CCC(CC1)N1CCCC1)C)(F)F ([2-(3,5-Bis-trifluoromethyl-phenyl)-4,6-dimethyl-pyrimidin-5-yl]-(4-pyrrolidin-1-yl-piperidin-1-yl)-methanone). The reactants are C(C)(C)(C)OC(=O)N1CCC(CC1)N1N=CC=2C1=NC=NC2Cl (4-(4-chloro-pyrazolo[3,4-d]pyrimidin-1-yl)-piperidine-1-carboxylic acid tert-butyl ester), C(C)(C)(C)OC(=O)N1CCC(CC1)N1N=CC=2C1=NC=NC2Cl (4-(4-chloro-pyrazolo[3,4-d]pyrimidin-1-yl)-piperidine-1-carboxylic acid tert-butyl ester), OC1=CC(=C(C=C1)NS(=O)(=O)C)C (N-(4-hydroxy-2-methyl-phenyl)methanesulfonamide), C([O-])([O-])=O.[K+].[K+] (potassium carbonate), C([O-])([O-])=O.[Na+].[Na+] (sodium carbonate). Run in CN(C=O)C (dimethylformamide). Conditions: temperature 160 celsius. The product is C(C)(C)(C)OC(=O)N1CCC(CC1)N1N=CC=2C1=NC=NC2OC2=CC(=C(C=C2)NS(=O)(=O)C)C (4-[4-(4-methanesulfonylamino-3-methyl-phenoxy)pyrazolo[3,4-d]pyrimidin-1-yl]-piperidine-1-carboxylic acid tert-butyl ester). The yield is 31.8%. RXN SMILES: [C:1]([O:5][C:6]([N:8]1[CH2:13][CH2:12][CH:11]([N:14]2[C:18]3=[N:19][CH:20]=[N:21][C:22](Cl)=[C:17]3[CH:16]=[N:15]2)[CH2:10][CH2:9]1)=[O:7])([CH3:4])([CH3:3])[CH3:2].[OH:24][C:25]1[CH:30]=[CH:29][C:28]([NH:31][S:32]([CH3:35])(=[O:34])=[O:33])=[C:27]([CH3:36])[CH:26]=1.C(=O)([O-])[O-].[K+].[K+].C(=O)([O-])[O-].[Na+].[Na+]>CN(C)C=O>[C:1]([O:5][C:6]([N:8]1[CH2:13][CH2:12][CH:11]([N:14]2[C:18]3=[N:19][CH:20]=[N:21][C:22]([O:24][C:25]4[CH:30]=[CH:29][C:28]([NH:31][S:32]([CH3:35])(=[O:34])=[O:33])=[C:27]([CH3:36])[CH:26]=4)=[C:17]3[CH:16]=[N:15]2)[CH2:10][CH2:9]1)=[O:7])([CH3:4])([CH3:3])[CH3:2] |f:2.3.4,5.6.7|. Reported procedure: A mixture of 4-(4-chloro-pyrazolo[3,4-d]pyrimidin-1-yl)-piperidine-1-carboxylic acid tert-butyl ester (Intermediate 19; 25 mg, 0.075 mmol), N-(4-hydroxy-2-methyl-phenyl)methanesulfonamide (ChemBridge Corporation, San Diego, Calif., USA; 15 mg, 0.075 mmol), and potassium carbonate (27 mg, 0.2 mmol) in dimethylformamide was heated in the microwave oven at 160° C. for 10 min. Saturated sodium carbonate solution was added to the reaction mixture and the precipitate was filtered through a silica plug... Starting materials: O.ON1N=NC2=C1C=CC=C2 (1-hydroxybenzotriazole hydrate), C1(CCCCC1)CN (cyclohexanemethylamine), 1-(3-dimethylaminopropyl)-3-ethylcarboiimide hydrochloride, N1=C(C=CC2=CN=CC=C12)C(=O)O (2-[1,6]naphthyridinecarboxylic acid). Run in CN(C)C=O (DMF). Reaction conditions: time 8 hour. Yields the product C1(CCCCC1)N(C(=O)C1=NC2=CC=NC=C2C=C1)C ([1,6]naphthyridine-2-carboxylic acid cyclohexyl-methylamide). The yield is 96.9%. As a reaction SMILES: [N:1]1[C:10]2[C:5](=[CH:6][N:7]=[CH:8][CH:9]=2)[CH:4]=[CH:3][C:2]=1[C:11]([OH:13])=O.O.ON1[C:20]2[CH:21]=[CH:22][CH:23]=[CH:24][C:19]=2[N:18]=N1.[CH:25]1(CN)CCCCC1>CN(C=O)C>[CH:19]1([N:18]([CH3:25])[C:11]([C:2]2[CH:3]=[CH:4][C:5]3[C:10](=[CH:9][CH:8]=[N:7][CH:6]=3)[N:1]=2)=[O:13])[CH2:24][CH2:23][CH2:22][CH2:21][CH2:20]1 |f:1.2|. Procedure: To a stirring mixture of 2-[1,6]naphthyridinecarboxylic acid (50 mg, 0.287 mmol) in anhydrous DMF (1.0 mL) at room temperature was added sequentially 1-hydroxybenzotriazole hydrate (42.7 mg, 0.316 mmol), cyclohexanemethylamine (57.2 μL, 0.431 mmol) and 1-(3-dimethylaminopropyl)-3-ethylcarboiimide hydrochloride (61.8 mg, 0.316 mmol). The resulting mixture was allowed to stir at room temperature overnight and it was found to be clear. The solvent was removed under vacuum. Flash column chromatograp... Reactants: OC1=C(C(=O)O)C=CC=C1[N+](=O)[O-] (2-Hydroxy-3-nitro-benzoic acid), Cl (HCl). The reagents and catalysts are O=[Pt]=O (dioxoplatinum). Run at time 24 hour. Product: NC1C(C(CCC1)C(=O)O)O (3-amino-2-hydroxy-cyclohexanecarboxylic acid). RXN SMILES: [OH:1][C:2]1[C:10]([N+:11]([O-])=O)=[CH:9][CH:8]=[CH:7][C:3]=1[C:4]([OH:6])=[O:5].Cl>O=[Pt]=O>[NH2:11][CH:10]1[CH2:9][CH2:8][CH2:7][CH:3]([C:4]([OH:6])=[O:5])[CH:2]1[OH:1]. Procedure: 2-Hydroxy-3-nitro-benzoic acid (5.0 g, 27.3 mmol) was mixed with HCl (125 mL of 0.5 M, 62.5 mmol) and dioxoplatinum (1.0 g, 4.4 mmol) in a hydrogenation bottle. The mixture was placed on a Parr shaker (50 psi H2) for 24 hours. The catalyst was filtered and washed with hot H2O. The filtrate was evaporated to provide 3-amino-2-hydroxy-cyclohexanecarboxylic acid as a mixture of stereoisomers which was utilized to the next step without further purification. Reactants: CO, Cl, C[Si](C)(C)CCOCn1ccnc1CNC(=O)c1cc(-c2ccco2)nc(N)n1. The product is Nc1nc(C(=O)NCc2ncc[nH]2)cc(-c2ccco2)n1. As a reaction SMILES: [CH3:31][OH:32].[ClH:30].[NH2:1][c:2]1[n:3][c:4](-[c:25]2[o:26][cH:27][cH:28][cH:29]2)[cH:5][c:6]([C:8](=[O:9])[NH:10][CH2:11][c:12]2[n:13]([CH2:17][O:18][CH2:19][CH2:20][Si:21]([CH3:22])([CH3:23])[CH3:24])[cH:14][cH:15][n:16]2)[n:7]1>>[NH2:1][c:2]1[n:3][c:4](-[c:25]2[o:26][cH:27][cH:28][cH:29]2)[cH:5][c:6]([C:8](=[O:9])[NH:10][CH2:11][c:12]2[nH:13][cH:14][cH:15][n:16]2)[n:7]1. Starting materials: OCCCCCN1C(=O)C=2C=CC=3C=4C=CC=C5C=CC=C(C6=CC=C(C2C63)C1=O)C54 (N-(5-hydroxypentyl)perylene-3,4-dicarboximide), C(C=C)(=O)Cl (acryloyl chloride). Solvent: O1CCOCC1 (dioxane), C(Cl)Cl (methylene chloride), N1=CC=CC=C1 (pyridine). Run at temperature 80 celsius, time 1.5 hour. Product: C(C=C)(=O)OCCCCCN1C(=O)C=2C=CC=3C=4C=CC=C5C=CC=C(C6=CC=C(C2C63)C1=O)C54 (N-(5-acryloxypentyl)perylene-3,4-dicarboximide). The yield is 65.0%. As a reaction SMILES: [OH:1][CH2:2][CH2:3][CH2:4][CH2:5][CH2:6][N:7]1[C:29](=[O:30])[C:26]2[C:27]3[C:28]4[C:23](=[CH:24][CH:25]=2)[C:22]2[C:31]5[C:18]([CH:19]=[CH:20][CH:21]=2)=[CH:17][CH:16]=[CH:15][C:14]=5[C:13]=4[CH:12]=[CH:11][C:10]=3[C:8]1=[O:9].[C:32](Cl)(=[O:35])[CH:33]=[CH2:34]>N1C=CC=CC=1.O1CCOCC1.C(Cl)Cl>[C:32]([O:1][CH2:2][CH2:3][CH2:4][CH2:5][CH2:6][N:7]1[C:8](=[O:9])[C:10]2[C:27]3[C:28]4[C:13](=[CH:12][CH:11]=2)[C:14]2[C:31]5[C:18]([CH:17]=[CH:16][CH:15]=2)=[CH:19][CH:20]=[CH:21][C:22]=5[C:23]=4[CH:24]=[CH:25][C:26]=3[C:29]1=[O:30])(=[O:35])[CH:33]=[CH2:34]. Procedure details: 2 g (5 mmol) of N-(5-hydroxypentyl)perylene-3,4-dicarboximide from 1. were dissolved under nitrogen in 60 ml of pyridine, with heating at 80° C., cooled to 65° C. and admixed dropwise at this temperature with a solution of 0.81 ml (10 mmol) of acryloyl chloride in 30 ml of anhydrous dioxane. The mixture was stirred at 65° C. for a further 1.5 h, the solvent was removed by distillation, the residue was taken up in 20 ml of chloroform, a filtration was conducted, the filtrate was admixed with 100 ... Starting materials: CC1=NN(C=C1B1OC(C(O1)(C)C)(C)C)C(=O)OC(C)(C)C (tert-butyl 3-methyl-4-(4,4,5,5-tetramethyl-1,3,2-dioxaborolan-2-yl)-1H-pyrazole-1-carboxylate), C([O-])([O-])=O.[Na+].[Na+] (sodium carbonate), C(=O)(O)[O-].[Na+] (NaHCO3), BrC1=CC(=C(S1)C(=O)N)NCC(F)F (5-bromo-3-[(2,2-difluoroethyl)amino]thiophene-2-carboxamide), COC(C)(C)OC (2,2-dimethoxypropane), CC1(C2CCC1(C(=O)C2)CS(=O)(=O)O)C (CSA), [O-]S(=O)(=O)[O-].[Mg+2] (MgSO4), 1,1′-bis (diphenylphosphino)ferrocenepalladium (II) dichloride dichloromethane. Run in O (water), COCCOC (1,2-dimethoxyethane), CCOC(=O)C (EtOAc), CC(=O)N(C)C (DMA). Run at temperature 90 celsius, time 2 hour. The product is FC(CN1C(NC(C2=C1C=C(S2)C=2C=NNC2C)=O)(C)C)F (1-(2,2-difluoroethyl)-2,2-dimethyl-6-(5-methyl-1H-pyrazol-4-yl)-2,3-dihydrothieno[3,2-d]pyrimidin-4(1H)-one). The yield is 52.0%. RXN SMILES: Br[C:2]1[S:6][C:5]([C:7]([NH2:9])=[O:8])=[C:4]([NH:10][CH2:11][CH:12]([F:14])[F:13])[CH:3]=1.CO[C:17](OC)([CH3:19])[CH3:18].CC1(C)C2(CS(O)(=O)=O)C(CC1CC2)=O.[O-]S([O-])(=O)=O.[Mg+2].C([O-])(O)=O.[Na+].[CH3:48][C:49]1[C:53](B2OC(C)(C)C(C)(C)O2)=[CH:52][N:51](C(OC(C)(C)C)=O)[N:50]=1.C(=O)([O-])[O-].[Na+].[Na+]>O.COCCOC.CCOC(C)=O.CC(N(C)C)=O>[F:13][CH:12]([F:14])[CH2:11][N:10]1[C:4]2[CH:3]=[C:2]([C:53]3[CH:52]=[N:51][NH:50][C:49]=3[CH3:48])[S:6][C:5]=2[C:7](=[O:8])[NH:9][C:17]1([CH3:19])[CH3:18] |f:3.4,5.6,8.9.10|. Procedure: A mixture of 5-bromo-3-[(2,2-difluoroethyl)amino]thiophene-2-carboxamide (130 mg, 0.456 mmol), 2,2-dimethoxypropane (1 mL), CSA (11 mg, 0.046 mmol), MgSO4 (110 mg, 0.912 mmol) and DMA (1 mL) was stirred at 90° C. for 2 h. Then, saturated aqueous NaHCO3 and EtOAc were added to quench the reaction. The organic materials were extracted with EtOAc. The combined extracts were washed with water and brine, dried over Na2SO4 and filtered. After removal of the solvent at reduced pressure, a colorless cry...